Dataset: the Open Reaction Database (ORD), a public repository of structured organic reaction records. Task: describe an organic reaction: reactants, conditions, products, and yield The reactants are COC(=O)C=1NC(SC1)=O (4-methoxycarbonyl-4-thiazoline-2-one), [OH-].[NH4+] (ammonium hydroxide). Run at time 24 hour. Yields the product NC(=O)C=1NC(SC1)=O (4-aminocarbonyl-4-thiazoline-2-one). RXN SMILES: C[O:2][C:3]([C:5]1[NH:6][C:7](=[O:10])[S:8][CH:9]=1)=O.[OH-].[NH4+:12]>>[NH2:12][C:3]([C:5]1[NH:6][C:7](=[O:10])[S:8][CH:9]=1)=[O:2] |f:1.2|. Procedure details: 48 g of 4-methoxycarbonyl-4-thiazoline-2-one were added to 600 ml of concentrated aqueous ammonium hydroxide and the mixture was stirred for 24 hours. The mixture was acidified and filtered to obtain 30 g of 4-aminocarbonyl-4-thiazoline-2-one in the form of white crystals melting at 261°C.